From a dataset of the Open Reaction Database (ORD), a public repository of structured organic reaction records. describe an organic reaction: reactants, conditions, products, and yield Procedure: Suspend 4-fluorobenzenesulfonyl chloride (0.500 g, 2.57 mmol) and sodium azide (0.200 g, 3.08 mmol) in acetone. Heat at reflux overnight before concentrating the reaction mixture. Purify by flash 40 chromatography, eluting with 10% ethyl acetate in hexanes to give the title compound: 1H NMR (DMSO-d6) δ 7.58 (tt, J=8.04, 2.02 Hz, 2H), 8.12 (td, 4.89, 1.96 Hz, 2H); HPLC [YMC-Pack Pro C-18 (150×4.6 mm, S-5 microm), acetonitrile in water containing 0.01% concentrated HCl at 1.0 mL/min, 50-99% over 1... The product is FC1=CC=C(C=C1)S(=O)(=O)N=[N+]=[N-] (4-Fluorobenzenesulfonyl azide). RXN SMILES: [F:1][C:2]1[CH:7]=[CH:6][C:5]([S:8](Cl)(=[O:10])=[O:9])=[CH:4][CH:3]=1.[N-:12]=[N+:13]=[N-:14].[Na+]>CC(C)=O>[F:1][C:2]1[CH:7]=[CH:6][C:5]([S:8]([N:12]=[N+:13]=[N-:14])(=[O:10])=[O:9])=[CH:4][CH:3]=1 |f:1.2|. The reactants are FC1=CC=C(C=C1)S(=O)(=O)Cl (4-fluorobenzenesulfonyl chloride), [N-]=[N+]=[N-].[Na+] (sodium azide). Run in CC(=O)C (acetone). Reactants: Cc1cccc(C)c1NC(=O)CN1CCNCC1, CO, O=C1CC(Cc2ccccc2)N(C(=O)c2cc(C(F)(F)F)cc(C(F)(F)F)c2)C1. Product: Cc1cccc(C)c1NC(=O)CN1CCN(C2CC(Cc3ccccc3)N(C(=O)c3cc(C(F)(F)F)cc(C(F)(F)F)c3)C2)CC1. As a reaction SMILES: [CH3:30][c:31]1[c:32]([NH:38][C:39]([CH2:40][N:41]2[CH2:42][CH2:43][NH:44][CH2:45][CH2:46]2)=[O:47])[c:33]([CH3:37])[cH:34][cH:35][cH:36]1.[CH3:48][OH:49].[F:1][C:2]([c:3]1[cH:4][c:5]([C:6](=[O:7])[N:8]2[CH2:9][C:10](=[O:20])[CH2:11][CH:12]2[CH2:13][c:14]2[cH:15][cH:16][cH:17][cH:18][cH:19]2)[cH:21][c:22]([C:24]([F:25])([F:26])[F:27])[cH:23]1)([F:28])[F:29]>>[F:1][C:2]([c:3]1[cH:4][c:5]([C:6](=[O:7])[N:8]2[CH2:9][CH:10]([N:44]3[CH2:43][CH2:42][N:41]([CH2:40][C:39]([NH:38][c:32]4[c:31]([CH3:30])[cH:36][cH:35][cH:34][c:33]4[CH3:37])=[O:47])[CH2:46][CH2:45]3)[CH2:11][CH:12]2[CH2:13][c:14]2[cH:15][cH:16][cH:17][cH:18][cH:19]2)[cH:21][c:22]([C:24]([F:25])([F:26])[F:27])[cH:23]1)([F:28])[F:29]. Starting materials: C([C@H](CCO)O)O ((S)-1,2,4-butanetriol), 67a, CCC(CC)=O (pentan-3-one), C1(=CC=C(C=C1)S(=O)(=O)O)C (p-toluenesulfonic acid). The solvent is CCN(CC)CC (Et3N). Reaction conditions: temperature 53 celsius, time 16 hour. Product: C(C)C1(OC[C@@H](O1)CCO)CC (2-[(4S)-2,2-Diethyl-1,3-dioxolan-4-yl]ethanol), 67b. The yield is 89.0%. RXN SMILES: [CH2:1]([OH:7])[C@@H:2]([OH:6])[CH2:3][CH2:4][OH:5].[CH3:8][CH2:9][C:10](=O)[CH2:11][CH3:12].C1(C)C=CC(S(O)(=O)=O)=CC=1>CCN(CC)CC>[CH2:9]([C:10]1([CH2:11][CH3:12])[O:6][C@@H:2]([CH2:3][CH2:4][OH:5])[CH2:1][O:7]1)[CH3:8]. Procedure details: To a solution of (S)-1,2,4-butanetriol intermediate 67a (6.76 g, 63.68 mmol) in freshly distilled pentan-3-one (320 mL) was added p-toluenesulfonic acid (p-TSA) (6.06 g, 31.84 mmol). The reaction mixture was stirred at 53° C. for 16 hours, then Et3N (10 mL) was added and the reaction mixture stirred at ambient temperature for 10 minutes. The reaction mixture was concentrated under reduced pressure. Gradient flash chromatography (CH2Cl2/MeOH, 100:0 to 97:3 to 95:5) afforded the protected alcohol ... Solvent: C(Cl)Cl (DCM), C(Cl)Cl (DCM). Isolated yield 42.4%. Product: BrC1=CC(=NC(=N1)C)C1=NOC(C1)C1=CC=CC=C1 (3-(6-bromo-2-methylpyrimidin-4-yl)-5-phenyl-4,5-dihydroisoxazol). Reaction conditions: time 2 hour. Procedure details: To a cold solution of 6-bromo-2-methylpyrimidine-4-carbaldehyde oxime (0.4 g, 1.852 mmol Preparation #17) and styrene (0.257 mL, 2.222 mmol) in DCM (10 mL) was added sodium hypochlorite solution (0.229 mL, 3.70 mmol). The reaction mixture was stirred for about 2 h and diluted with DCM (50 mL), successively washed with water (2×30 mL) and brine (1×30 mL). The organic layer was dried over sodium sulphate and evaporated to dryness under reduced pressure. The resulting mixture was purified by silica... Starting materials: BrC1=CC(=NC(=N1)C)C=NO (6-bromo-2-methylpyrimidine-4-carbaldehyde oxime), C=CC1=CC=CC=C1 (styrene), Cl[O-].[Na+] (sodium hypochlorite). As a reaction SMILES: [Br:1][C:2]1[N:7]=[C:6]([CH3:8])[N:5]=[C:4]([CH:9]=[N:10][OH:11])[CH:3]=1.[CH2:12]=[CH:13][C:14]1[CH:19]=[CH:18][CH:17]=[CH:16][CH:15]=1.Cl[O-].[Na+]>C(Cl)Cl>[Br:1][C:2]1[N:7]=[C:6]([CH3:8])[N:5]=[C:4]([C:9]2[CH2:12][CH:13]([C:14]3[CH:19]=[CH:18][CH:17]=[CH:16][CH:15]=3)[O:11][N:10]=2)[CH:3]=1 |f:2.3|. Reactants: C([O-])([O-])=O.[K+].[K+] (potassium carbonate), BrC=1C(CCCC1OCC)=O (2-bromo-3-(ethyloxy)-2-cyclohexen-1-one), CN(C=O)C (N,N-Dimethylformamide), Cl.CC(C(N)=N)C (2-methylpropanimidamide hydrochloride). Run in C(C)OCC (diethyl ether). Reaction conditions: temperature 50 celsius. Product: CC(C)C1=NC2=C(N1)CCCC2=O (2-(1-methylethyl)-1,5,6,7-tetrahydro-4H-benzimidazol-4-one). As a reaction SMILES: Br[C:2]1[C:3](=O)[CH2:4][CH2:5][CH2:6][C:7]=1[O:8]CC.CN(C)C=O.Cl.[CH3:18][CH:19]([CH3:23])[C:20](=[NH:22])[NH2:21].C(=O)([O-])[O-].[K+].[K+]>C(OCC)C>[CH3:18][CH:19]([C:20]1[NH:22][C:3]2[CH2:4][CH2:5][CH2:6][C:7](=[O:8])[C:2]=2[N:21]=1)[CH3:23] |f:2.3,4.5.6|. Reported procedure: To 2-bromo-3-(ethyloxy)-2-cyclohexen-1-one (160 g) was added N,N-Dimethylformamide (1000 mL) followed by 2-methylpropanimidamide hydrochloride (107 g) and potassium carbonate (151 g). The suspension was then stirred at 50° C. under nitrogen. After 2.75 hr the mixture was filtered and as much DMF as possible was evaporated off under high vacuum. The residue was partitioned between ethyl acetate (400 ml) and a minimum of aq lithium chloride (120 ml). The aqueous layer was extracted well with ethyl... Starting materials: C(CCCCC)=O (hexanal), Cl.FCC(C)(N)C (1-fluoro-2-methylpropan-2-amine hydrochloride), S(=O)(=O)([O-])[O-].[Mg+2] (magnesium sulfate), C([O-])([O-])=O.[K+].[K+] (potassium carbonate). Procedure details: To a suspension of 1-fluoro-2-methylpropan-2-amine hydrochloride (ABCR) (2 g, 15.7 mmol), anhydrous magnesium sulfate (3.77 g, 31.4 mmol) and potassium carbonate (2.17 g, 15.68 mmol) in dichloromethane (100 mL) was added drop wise hexanal (1.93 mL, 15.7 mmol) at 0° C. The reaction mixture was stirred for 10 h at room temperature, then filtered and concentrated to obtain the title compound as a pale yellow liquid. Reaction SMILES: Cl.[F:2][CH2:3][C:4]([CH3:7])([NH2:6])[CH3:5].S([O-])([O-])(=O)=O.[Mg+2].C(=O)([O-])[O-].[K+].[K+].[CH:20](=O)[CH2:21][CH2:22][CH2:23][CH2:24][CH3:25]>ClCCl>[F:2][CH2:3][C:4]([CH3:7])([N:6]=[CH:20][CH2:21][CH2:22][CH2:23][CH2:24][CH3:25])[CH3:5] |f:0.1,2.3,4.5.6|. The solvent is ClCCl (dichloromethane). Reaction conditions: time 10 hour. The product is FCC(C)(N=CCCCCC)C (1-fluoro-N-hexylidene-2-methylpropan-2-amine).